Dataset: the Open Reaction Database (ORD), a public repository of structured organic reaction records. Task: describe an organic reaction: reactants, conditions, products, and yield Yield: 42.4%. Product: COc1ccc(N(C)C(=O)Cc2ccc3c(c2)OCO3)cc1. Reaction conditions: temperature 25 celsius, time 2 hour. As a reaction SMILES: CNc1ccc(OC)cc1.O=C(O)Cc1ccc2c(c1)OCO2.C1CCC(CC1)N=C=NC2CCCCC2.C1=CC2=C(C=C1Cl)N(N=N2)O.CN(C)C=O>>COc1ccc(N(C)C(=O)Cc2ccc3c(c2)OCO3)cc1. Solvent: CN(C)C=O (DMF), CN(C)C=O (DMF), CN(C)C=O (DMF), CN(C)C=O (DMF), CN(C)C=O (DMF), CN(C)C=O (DMF). Starting materials: O=C(O)Cc1ccc2c(c1)OCO2, CNc1ccc(OC)cc1. The reagents and catalysts are C1CCC(CC1)N=C=NC2CCCCC2 (DCC), C1=CC2=C(C=C1Cl)N(N=N2)O (6-Cl-HOBT). Product: C(CCC)OC(=O)C1=CC=2C(C3=CC=CC(=C3C(C2C(=C1)O)=O)O)=O (4,5-dihydroxy-9,10-dihydro-9,10-dioxo-2-anthracenecarboxylic acid butyl ester). Reported procedure: 7.4 g (0.02 mole) of 4,5-bis(acetoxy)-9,10-dihydro-9,10-dioxo-2-anthracenecarboxylic acid are dissolved in 150 ml of butanol. Gaseous HCl is bubbled through the obtained solution until saturation. The reaction mixture is left to react for half an hour at room temperature, then it is heated to 60°-70° C. for 3 hours, while continuing HCl bubbling. The desired product precipitates, which is cooled, filtered and crystallized from ethyl acetate. Solvent: C(CCC)O (butanol). Reaction SMILES: C([O:4][C:5]1[C:18]2[C:17](=[O:19])[C:16]3[C:11](=[CH:12][CH:13]=[CH:14][C:15]=3[O:20]C(=O)C)[C:10](=[O:24])[C:9]=2[CH:8]=[C:7]([C:25]([OH:27])=O)[CH:6]=1)(=O)C.Cl>C(O)CCC>[CH2:5]([O:4][C:25]([C:7]1[CH:6]=[C:5]([OH:4])[C:18]2[C:17](=[O:19])[C:16]3[C:11](=[CH:12][CH:13]=[CH:14][C:15]=3[OH:20])[C:10](=[O:24])[C:9]=2[CH:8]=1)=[O:27])[CH2:6][CH2:7][CH3:8]. The reactants are C(C)(=O)OC1=CC(=CC=2C(C3=CC=CC(=C3C(C12)=O)OC(C)=O)=O)C(=O)O (4,5-bis(acetoxy)-9,10-dihydro-9,10-dioxo-2-anthracenecarboxylic acid), Cl (HCl). Starting materials: Cc1cc(F)ccc1-c1ccc(NC(=O)OC(C)(C)C)c(NC(=O)CC(=O)c2cccc(-n3ccnc3)c2)c1, ClCCl, O=C(O)C(F)(F)F. Yields the product Cc1cc(F)ccc1-c1ccc2c(c1)NC(=O)CC(c1cccc(-n3ccnc3)c1)=N2. Reaction SMILES: [C:1]([O:2][C:3](=[O:4])[NH:7][c:8]1[c:9]([NH:22][C:23]([CH2:24][C:25](=[O:5])[c:27]2[cH:28][c:29](-[n:33]3[cH:34][n:35][cH:36][cH:37]3)[cH:30][cH:31][cH:32]2)=[O:38])[cH:10][c:11](-[c:14]2[c:15]([CH3:21])[cH:16][c:17]([F:20])[cH:18][cH:19]2)[cH:12][cH:13]1)([CH3:6])([CH3:26])[CH3:39].[Cl:47][CH2:48][Cl:49].[F:40][C:41]([F:42])([F:43])[C:44]([OH:45])=[O:46]>>[N:7]1=[C:25]([c:27]2[cH:28][c:29](-[n:33]3[cH:34][n:35][cH:36][cH:37]3)[cH:30][cH:31][cH:32]2)[CH2:24][C:23](=[O:38])[NH:22][c:9]2[c:8]1[cH:13][cH:12][c:11](-[c:14]1[c:15]([CH3:21])[cH:16][c:17]([F:20])[cH:18][cH:19]1)[cH:10]2. Conditions: temperature 70 celsius, time 16 hour. The reagents and catalysts are O=C([O-])[O-].[Cs+].[Cs+] (cesium carbonate), [I-].[K+] (potassium iodide). Solvent: CN(C)C=O (DMF), CN(C)C=O (dmf), CN(C)C=O (DMF). The product is CC(c1cccnc1)N1CCCC(c2ccc(S(C)(=O)=O)cc2)C1. Starting materials: CC(Cl)c1cccnc1, CS(=O)(=O)c1ccc(C2CCCNC2)cc1. The reactants are O=C(Cl)c1ccccc1, Cl, NCCCC(=O)O, [Na+], [OH-], O. Product: O=C(O)CCCNC(=O)c1ccccc1. RXN SMILES: [C:10]([c:11]1[cH:12][cH:13][cH:14][cH:15][cH:16]1)(=[O:17])[Cl:18].[ClH:19].[NH2:1][CH2:2][CH2:3][CH2:4][C:5]([OH:6])=[O:7].[Na+:9].[OH-:8].[OH2:20]>>[NH:1]([CH2:2][CH2:3][CH2:4][C:5]([OH:6])=[O:7])[C:10]([c:11]1[cH:12][cH:13][cH:14][cH:15][cH:16]1)=[O:17].